Dataset: the Open Reaction Database (ORD), a public repository of structured organic reaction records. Task: describe an organic reaction: reactants, conditions, products, and yield Starting materials: COC(=O)C=1SC(=CC1N=CN(C)C)C1=CC=C(C=C1)Cl (5-(4-Chloro-phenyl)-3-(dimethylamino-methyleneamino)-thiophene-2-carboxylic acid methyl ester), CN1[C@@H](CCC1)COC=1C=C(C=CC1)CN (1-(3-{[(2S)-1-methylpyrrolidin-2-yl]methoxy}phenyl)methanamine). Product: ClC1=CC=C(C=C1)C1=CC=2N=CN(C(C2S1)=O)CC1=CC(=CC=C1)OC[C@H]1N(CCC1)C (6-(4-Chlorophenyl)-3-(3-{[(2S)-1-methylpyrrolidin-2-yl]methoxy}benzyl)thieno[3,2-d]pyrimidin-4(3H)-one), product. RXN SMILES: CO[C:3]([C:5]1[S:6][C:7]([C:15]2[CH:20]=[CH:19][C:18]([Cl:21])=[CH:17][CH:16]=2)=[CH:8][C:9]=1[N:10]=[CH:11][N:12]([CH3:14])C)=[O:4].[CH3:22][N:23]1[CH2:27][CH2:26][CH2:25][C@H:24]1[CH2:28][O:29][C:30]1[CH:31]=[C:32](CN)[CH:33]=[CH:34][CH:35]=1>>[Cl:21][C:18]1[CH:17]=[CH:16][C:15]([C:7]2[S:6][C:5]3[C:3](=[O:4])[N:12]([CH2:14][C:34]4[CH:33]=[CH:32][CH:31]=[C:30]([O:29][CH2:28][C@@H:24]5[CH2:25][CH2:26][CH2:27][N:23]5[CH3:22])[CH:35]=4)[CH:11]=[N:10][C:9]=3[CH:8]=2)=[CH:20][CH:19]=1. Procedure: The title compound was synthesised using the same method as described for Example 20c using the reagents 5-(4-Chloro-phenyl)-3-(dimethylamino-methyleneamino)-thiophene-2-carboxylic acid methyl ester (0.176 g, 0.55 mmol) and 1-(3-{[(2S)-1-methylpyrrolidin-2-yl]methoxy}phenyl)methanamine (0.10 g, 0.45 mmol). Purification by prep-HPLC gave the product as a solid. Yield: 0.22 g (41%). 1H NMR (400 MHz, CD3OD) δ 8.08 (s, 1H), 7.58-7.64 (m, 2H), 7.38-7.46 (m, 3H), 7.21-7.27 (m, 1H), 6.82-6.94 (m, 3H), ... The reactants are BrC=1C(=C(C=C(C1)N1C(NC(C=C1)=O)=O)C1=CC=C2C(=CCC2=C1)CCS(=O)(=O)N)OC (((6-(3-bromo-5-(2,4-dioxo-3,4-dihydropyrimidin-1(2H)-yl)-2-methoxyphenyl)-1H-inden-3-yl)methyl)methanesulfonamide), S1C(=CC=C1)B(O)O (thiophen-2-yl boronic acid). Yields the product O=C1N(C=CC(N1)=O)C=1C=C(C(=C(C1)C1=CC=C2C(=CCC2=C1)CCS(=O)(=O)N)OC)C=1SC=CC1 (((6-(5-(2,4-dioxo-3,4-dihydropyrimidin-1(2H)-yl)-2-methoxy-3-(thiophen-2-yl)phenyl)-1H-inden-3-yl)methyl)methanesulfonamide). Isolated yield 32.0%. As a reaction SMILES: Br[C:2]1[C:3]([O:31][CH3:32])=[C:4]([C:16]2[CH:24]=[C:23]3[C:19]([C:20]([CH2:25][CH2:26][S:27]([NH2:30])(=[O:29])=[O:28])=[CH:21][CH2:22]3)=[CH:18][CH:17]=2)[CH:5]=[C:6]([N:8]2[CH:13]=[CH:12][C:11](=[O:14])[NH:10][C:9]2=[O:15])[CH:7]=1.[S:33]1[CH:37]=[CH:36][CH:35]=[C:34]1B(O)O>>[O:15]=[C:9]1[NH:10][C:11](=[O:14])[CH:12]=[CH:13][N:8]1[C:6]1[CH:7]=[C:2]([C:34]2[S:33][CH:37]=[CH:36][CH:35]=2)[C:3]([O:31][CH3:32])=[C:4]([C:16]2[CH:24]=[C:23]3[C:19]([C:20]([CH2:25][CH2:26][S:27]([NH2:30])(=[O:29])=[O:28])=[CH:21][CH2:22]3)=[CH:18][CH:17]=2)[CH:5]=1. Reported procedure: The product from Example 63, Part A (26.5 mg, 0.051 mmol) was reacted with thiophen-2-yl boronic acid (8.3 mg, 0.065 mmol) as described in Example 63, Part B to give the title compound as an off-white solid (8.6 mg, 32%). 1H NMR (300 MHz, DMSO-d6) δ 11.47 (s, 1 H) 7.86 (d, J=7.72 Hz, 2 H) 7.55-7.78 (m, 5 H) 7.50 (t, J=6.25 Hz, 1 H) 7.38 (d, J=2.57 Hz, 1 H) 7.16-7.21 (m, 1 H) 6.58 (s, 1 H) 5.69 (d, J=7.72 Hz, 1 H) 4.19 (d, J=4.78 Hz, 2 H) 3.48 (s, 2 H) 3.30 (s, 3 H) 2.96 (s, 3 H). Starting materials: SC1=NC2=CC=CC=C2N=C1C (2-mercapto-3-methylquinoxaline), Cl.CN(C1=C(CCl)C=CC=C1)C (2-dimethylaminobenzyl chloride hydrochloride), C([O-])([O-])=O.[K+].[K+] (potassium carbonate). Run in CC(=O)C (acetone), O (water). Run at time 40 minute. Yields the product Cl.CN(C1=C(CSC2=NC3=CC=CC=C3N=C2C)C=CC=C1)C (2-(2-dimethylaminobenzylthio)-3-methylquinoxaline hydrochloride). The yield is 83.0%. Reaction SMILES: [SH:1][C:2]1[C:11]([CH3:12])=[N:10][C:9]2[C:4](=[CH:5][CH:6]=[CH:7][CH:8]=2)[N:3]=1.Cl.[CH3:14][N:15]([CH3:24])[C:16]1[CH:23]=[CH:22][CH:21]=[CH:20][C:17]=1[CH2:18][Cl:19].C(=O)([O-])[O-].[K+].[K+]>CC(C)=O.O>[ClH:19].[CH3:14][N:15]([CH3:24])[C:16]1[CH:23]=[CH:22][CH:21]=[CH:20][C:17]=1[CH2:18][S:1][C:2]1[C:11]([CH3:12])=[N:10][C:9]2[C:4](=[CH:5][CH:6]=[CH:7][CH:8]=2)[N:3]=1 |f:1.2,3.4.5,8.9|. Procedure: In a mixture of 50 ml of acetone and 5 ml of water were suspended 2.80 g of 2-mercapto-3-methylquinoxaline, 3.28 g of 2-dimethylaminobenzyl chloride hydrochloride, and 8.0 g of potassium carbonate. The resulting mixture was stirred at room temperature for 40 min., and the solvent was removed under reduced pressure. The residue was extracted with chloroform after addition of chloroform and water. The organic layer was separated and dried over sodium sulfate. The sodium sulfate was removed by filt... Starting materials: C(C)(C)(C)OC(=O)N1CC(CC1)NC(=O)C=1SC=CC1NC1=C2C(=NC=C1)NC=C2 (3-{[3-(1H-Pyrrolo[2,3-b]pyridin-4-ylamino)-thiophene-2-carbonyl]-amino}-pyrrolidine-1-carboxylic acid tert-butyl ester), N1CCCC1 (pyrrolidine). Procedure details: This compound was prepared in an analogous manner as 3-{[3-(1H-Pyrrolo[2,3-b]pyridin-4-ylamino)-thiophene-2-carbonyl]-amino}-pyrrolidine-1-carboxylic acid tert-butyl ester using pyrrolidine instead of 1-BOC-3-aminopyrrolidine. LCMS (ESI) 313 (M+H) 1H NMR (400 MHz, DMSO-d6) δ ppm 12.40 (1H, br. s.) 10.62 (1H, s) 8.07 (1H, d, J=6.83 Hz) 7.88 (1H, d, J=5.27 Hz) 7.39 (1H, d, J=3.51 Hz) 7.29 (1H, d, J=5.47 Hz) 6.72 (1H, d, J=3.32 Hz) 6.70 (1H, d, J=6.64 Hz) 3.42 (1H, br. s.) 2.47 (4H, dt, J=3.66, 1.7... Reaction SMILES: C(OC(N1CCC(N[C:14]([C:16]2[S:17][CH:18]=[CH:19][C:20]=2[NH:21][C:22]2[CH:27]=[CH:26][N:25]=[C:24]3[NH:28][CH:29]=[CH:30][C:23]=23)=[O:15])C1)=O)(C)(C)C.[NH:31]1[CH2:35][CH2:34][CH2:33][CH2:32]1>>[N:31]1([C:14]([C:16]2[S:17][CH:18]=[CH:19][C:20]=2[NH:21][C:22]2[CH:27]=[CH:26][N:25]=[C:24]3[NH:28][CH:29]=[CH:30][C:23]=23)=[O:15])[CH2:35][CH2:34][CH2:33][CH2:32]1. The product is N1(CCCC1)C(=O)C=1SC=CC1NC1=C2C(=NC=C1)NC=C2 (Pyrrolidin-1-yl-[3-(1H-pyrrolo[2,3-b]pyridin-4-ylamino)-thiophen-2-yl]-methanone).